From a dataset of the Open Reaction Database (ORD), a public repository of structured organic reaction records. describe an organic reaction: reactants, conditions, products, and yield Reactants: C1(=CC=CC=C1)P(CCP(C1=CC=CC=C1)C1=CC=CC=C1)C1=CC=CC=C1 (1,2-bis-(diphenylphosphino)-ethane), bis-(dibenzylidene acetone)palladium(O), CC12C(C(CCC2O1)(C)C)=O (1,3,3-trimethyl-7-oxabicyclo-[4.1.0]heptan-2-one), C1(=CC=CC=C1)P(C1=CC=CC=C1)C1=CC=CC=C1 (triphenylphosphine). Reaction conditions: time 1 hour. Yields the product OC1=C(C(C(CC1)(C)C)=O)C (3-hydroxy-2,6,6-trimethyl-2-cyclohexen-1-one), CC=1C(C(CCC1)(C)C)=O (2,6,6-trimethyl-2-cyclohexen-1-one). As a reaction SMILES: [CH3:1][C:2]12[O:8][CH:7]1[CH2:6][CH2:5][C:4]([CH3:10])([CH3:9])[C:3]2=[O:11].C1(P(C2C=CC=CC=2)C2C=CC=CC=2)C=CC=CC=1.C1(P(C2C=CC=CC=2)CCP(C2C=CC=CC=2)C2C=CC=CC=2)C=CC=CC=1>>[OH:8][C:7]1[CH2:6][CH2:5][C:4]([CH3:9])([CH3:10])[C:3](=[O:11])[C:2]=1[CH3:1].[CH3:1][C:2]1[C:3](=[O:11])[C:4]([CH3:10])([CH3:9])[CH2:5][CH2:6][CH:7]=1. Procedure: 15.4 g of 1,3,3-trimethyl-7-oxabicyclo-[4.1.0]heptan-2-one, 1.8 g of triphenylphosphine and 2.76 g of 1,2-bis-(diphenylphosphino)-ethane were placed under argon gasification in a round flask equipped with a thermometer and a reflux condenser and the mixture was treated with 2.0 g of bis-(dibenzylidene acetone)palladium(O). The reaction vessel was then immersed in an oil-bath preheated to 150° C. and the reaction mixture was stirred at this temperature with a magnetic stirrer for 1 hour under con...